Dataset: the Open Reaction Database (ORD), a public repository of structured organic reaction records. Task: describe an organic reaction: reactants, conditions, products, and yield The reactants are C(C)[S-].[Na+] (Sodium ethanethiolate), O(C1=CC=CC=C1)CCCBr (3-phenoxypropyl bromide). Solvent: C(C)O (ethanol). Yields the product O(C1=CC=CC=C1)CCCSCC (3-phenoxypropylethyl sulfide). Reaction SMILES: [CH2:1]([S-:3])[CH3:2].[Na+].[O:5]([CH2:12][CH2:13][CH2:14]Br)[C:6]1[CH:11]=[CH:10][CH:9]=[CH:8][CH:7]=1>C(O)C>[O:5]([CH2:12][CH2:13][CH2:14][S:3][CH2:1][CH3:2])[C:6]1[CH:11]=[CH:10][CH:9]=[CH:8][CH:7]=1 |f:0.1|. Procedure details: Sodium ethanethiolate (6 mmol, 0.5 g) and 3-phenoxypropyl bromide (5 mmol, 1.1 g) in ethanol were refluxed overnight. After removal of solvent, Ether was added, washed with H20 and evaporated to give 3-phenoxypropylethyl sulfide. It was treated with 1 equivalent of acrylic acid in acetone in the presence of 4 equivalents of 12 N HCl under N2 at room temperature overnight and then at 50° C. for 3 h, affording 3-(S-ethyl-3-phenoxypropylsulfoniumyl)propionic acid chloride as a white powder. It was ... Starting materials: C(C)C(CC\C=C(\C)/C=1C=C(OCC=2C=C(C(C(=O)OC)=CC2)C(=O)OC)C=CC1)(CC)O (dimethyl 4-[3-((Z)-5-ethyl-5-hydroxy-1-methylhept-1-enyl)phenoxymethyl]-phthalate), [BH4-].[Li+] (lithium borohydride). The product is OCC=1C=C(COC=2C=C(C=CC2)\C(=C/CCC(CC)(O)CC)\C)C=CC1CO ((Z)-7-[3-(3,4-bis-Hydroxymethylbenzyloxy)phenyl]-3-ethyloct-6-en-3-ol). Reaction SMILES: [CH2:1]([C:3]([OH:33])([CH2:31][CH3:32])[CH2:4][CH2:5]/[CH:6]=[C:7](\[C:9]1[CH:10]=[C:11]([CH:28]=[CH:29][CH:30]=1)[O:12][CH2:13][C:14]1[CH:15]=[C:16]([C:24](OC)=[O:25])[C:17](=[CH:22][CH:23]=1)[C:18](OC)=[O:19])/[CH3:8])[CH3:2].[BH4-].[Li+]>>[OH:25][CH2:24][C:16]1[CH:15]=[C:14]([CH:23]=[CH:22][C:17]=1[CH2:18][OH:19])[CH2:13][O:12][C:11]1[CH:10]=[C:9](/[C:7](/[CH3:8])=[CH:6]\[CH2:5][CH2:4][C:3]([CH2:31][CH3:32])([OH:33])[CH2:1][CH3:2])[CH:30]=[CH:29][CH:28]=1 |f:1.2|. Procedure details: In a manner similar to Example 53(e), by reacting 431 mg (0.95 mmol) of dimethyl 4-[3-((Z)-5-ethyl-5-hydroxy-1-methylhept-1-enyl)phenoxymethyl]-phthalate with 83 mg (3.8 mmol) of lithium borohydride, a colourless oil is obtained (m=286 mg; Y=76%).